Dataset: the Open Reaction Database (ORD), a public repository of structured organic reaction records. Task: describe an organic reaction: reactants, conditions, products, and yield Starting materials: FC(C=1C=C(CN(C2=NC=C(C=N2)OCCC(=O)O)CC2=C(C=CC(=C2)C(F)(F)F)N(CC)CC2CCCCC2)C=C(C1)C(F)(F)F)(F)F (3-(2-{(3,5-bis-trifluoromethyl-benzyl)-[2-(cyclohexylmethyl-ethyl-amino)-5-trifluoromethyl-benzyl]-amino}-pyrimidin-5-yloxy)-propionic acid), [OH-].[Na+] (sodium hydroxide). Run in C(C)O (ethanol). Product: [Na+].FC(C=1C=C(CN(C2=NC=C(C=N2)OCCC(=O)[O-])CC2=C(C=CC(=C2)C(F)(F)F)N(CC)CC2CCCCC2)C=C(C1)C(F)(F)F)(F)F (3-(2-{(3,5-bis-trifluoromethyl-benzyl)-[2-(cyclohexylmethyl-ethyl-amino)-5-trifluoromethyl-benzyl]-amino}-pyrimidin-5-yloxy)-propionic acid sodium salt). Reaction SMILES: [F:1][C:2]([F:49])([F:48])[C:3]1[CH:4]=[C:5]([CH:41]=[C:42]([C:44]([F:47])([F:46])[F:45])[CH:43]=1)[CH2:6][N:7]([CH2:20][C:21]1[CH:26]=[C:25]([C:27]([F:30])([F:29])[F:28])[CH:24]=[CH:23][C:22]=1[N:31]([CH2:34][CH:35]1[CH2:40][CH2:39][CH2:38][CH2:37][CH2:36]1)[CH2:32][CH3:33])[C:8]1[N:13]=[CH:12][C:11]([O:14][CH2:15][CH2:16][C:17]([OH:19])=[O:18])=[CH:10][N:9]=1.[OH-].[Na+:51]>C(O)C>[Na+:51].[F:49][C:2]([F:1])([F:48])[C:3]1[CH:4]=[C:5]([CH:41]=[C:42]([C:44]([F:45])([F:46])[F:47])[CH:43]=1)[CH2:6][N:7]([CH2:20][C:21]1[CH:26]=[C:25]([C:27]([F:30])([F:29])[F:28])[CH:24]=[CH:23][C:22]=1[N:31]([CH2:34][CH:35]1[CH2:40][CH2:39][CH2:38][CH2:37][CH2:36]1)[CH2:32][CH3:33])[C:8]1[N:9]=[CH:10][C:11]([O:14][CH2:15][CH2:16][C:17]([O-:19])=[O:18])=[CH:12][N:13]=1 |f:1.2,4.5|. Procedure details: 3-(2-{(3,5-Bis-trifluoromethyl-benzyl)-[2-(cyclohexylmethyl-ethyl-amino)-5-trifluoromethyl-benzyl]-amino}-pyrimidin-5-yloxy)-propan-1-ol (140 mg) is dissolved in methylene chloride (2 ml), and thereto is added 1,1,1-tris(acetyloxy)-1,1-dihydro-1,2-benziodoxol-3-(1H)-one (188 mg) at room temperature and the mixture is stirred at room temperature overnight. Thereto are added ethyl acetate and a saturated brine, and the mixture is separated and the organic layer is washed with a saturated brine, dr... Reactants: C(C)(C)(CC(C)(C)C)C1=CC=C(C=C1)O (4-tert-octylphenol), FC(C(F)F)(F)OCC1CO1 (glycidyl 1,1,2,2-tetrafluoroethyl ether). Solvent: hexanes. Run at temperature 100 celsius. Product: FC(C(F)F)(OCC(COC1=CC=C(C=C1)C(C)(C)CC(C)(C)C)O)F (1-(1,1,2,2-tetrafluoroethoxy)-3-(4tert-octylphenoxy)-2-propanol). The yield is 107.8%. RXN SMILES: [C:1]([C:9]1[CH:14]=[CH:13][C:12]([OH:15])=[CH:11][CH:10]=1)([CH2:4][C:5]([CH3:8])([CH3:7])[CH3:6])([CH3:3])[CH3:2].[F:16][C:17]([O:22][CH2:23][CH:24]1[O:26][CH2:25]1)([F:21])[CH:18]([F:20])[F:19]>>[F:16][C:17]([F:21])([O:22][CH2:23][CH:24]([OH:26])[CH2:25][O:15][C:12]1[CH:11]=[CH:10][C:9]([C:1]([CH2:4][C:5]([CH3:8])([CH3:7])[CH3:6])([CH3:2])[CH3:3])=[CH:14][CH:13]=1)[CH:18]([F:19])[F:20]. Procedure details: A 250 mL 2-neck flask was charged with 20.6 g (0.10 mol) of 4-tert-octylphenol obtained from Aldrich Chemical Co., a catalytic amount of dry, ground potassium carbonate obtained from EM Science, Inc. (1.38 g, 0.010 mol), a stir bar, and 95% ethanol (75 mL) under argon. The side arm was then stoppered with a rubber septum, and a condenser with an argon inlet was attached to the center neck. The system was evacuated and backflushed with argon three times. Stirring was commenced to dissolve the phe... The reactants are [C-]#N, [C-]#N, CCOC(C)=O, CN1CCCC1=O, O=c1c(Cl)nccn1-c1ccc(F)cc1, [Fe+2], [Zn+2], c1ccc(P(c2ccccc2)[c-]2cccc2)cc1, c1ccc(P(c2ccccc2)[c-]2cccc2)cc1. The product is N#Cc1nccn(-c2ccc(F)cc2)c1=O. As a reaction SMILES: [C-:66]#[N:67].[C-:69]#[N:70].[CH3:16][CH2:17][O:18][C:19]([CH3:20])=[O:21].[CH3:22][N:23]1[CH2:24][CH2:25][CH2:26][C:27]1=[O:28].[Cl:1][c:2]1[c:3](=[O:15])[n:4](-[c:8]2[cH:9][cH:10][c:11]([F:14])[cH:12][cH:13]2)[cH:5][cH:6][n:7]1.[Fe+2:65].[Zn+2:68].[cH:29]1[cH:30][cH:31][c:32]([P:33]([c:34]2[cH:35][cH:36][cH:37][cH:38][cH:39]2)[c-:40]2[cH:41][cH:42][cH:43][cH:44]2)[cH:45][cH:46]1.[cH:47]1[cH:48][cH:49][c:50]([P:51]([c:52]2[cH:53][cH:54][cH:55][cH:56][cH:57]2)[c-:58]2[cH:59][cH:60][cH:61][cH:62]2)[cH:63][cH:64]1>>[c:2]1([C:22]#[N:23])[c:3](=[O:15])[n:4](-[c:8]2[cH:9][cH:10][c:11]([F:14])[cH:12][cH:13]2)[cH:5][cH:6][n:7]1. Reactants: [Br-], C1COCCO1, C[Mg+], CC(C)c1cc(C=O)no1, C1CCOC1, O. The product is CC(C)c1cc(C(C)O)no1. Reaction SMILES: [Br-:11].[CH2:15]1[O:16][CH2:17][CH2:18][O:19][CH2:20]1.[CH3:12][Mg+:13].[CH:1]([CH3:2])([CH3:3])[c:4]1[cH:5][c:6]([CH:9]=[O:10])[n:7][o:8]1.[O:21]1[CH2:22][CH2:23][CH2:24][CH2:25]1.[OH2:14]>>[CH:1]([CH3:2])([CH3:3])[c:4]1[cH:5][c:6]([CH:9]([OH:10])[CH3:12])[n:7][o:8]1.